This data is from the Open Reaction Database (ORD), a public repository of structured organic reaction records. The task is: describe an organic reaction: reactants, conditions, products, and yield Starting materials: CSCCC(=O)Nc1sc(Cl)nc1Cl, CI, [K+], [K+], O=C([O-])[O-], CN(C)C=O, O. The product is CSCCC(=O)N(C)c1sc(Cl)nc1Cl. Reaction SMILES: [Cl:1][c:2]1[s:3][c:4]([NH:8][C:9]([CH2:10][CH2:11][S:12][CH3:13])=[O:14])[c:5]([Cl:7])[n:6]1.[I:21][CH3:22].[K+:15].[K+:16].[O-:17][C:18]([O-:19])=[O:20].[O:23]=[CH:24][N:25]([CH3:26])[CH3:27].[OH2:28]>>[Cl:1][c:2]1[s:3][c:4]([N:8]([C:9]([CH2:10][CH2:11][S:12][CH3:13])=[O:14])[CH3:18])[c:5]([Cl:7])[n:6]1.